Dataset: the Open Reaction Database (ORD), a public repository of structured organic reaction records. Task: describe an organic reaction: reactants, conditions, products, and yield Reactants: BrC1=C(C=CC=C1)C(CC)=NC1=CC=CC=C1 (1-(2-bromophenyl)-N-phenylpropaneimine), C1(=CC=CC=C1)C#CC(=O)OCC (ethyl phenylpropiolate), [Cl-].[Al+3].[Cl-].[Cl-] (aluminum chloride), S(O)(O)(=O)=O (sulfuric acid). The solvent is C1(=CC=CC=C1)C (toluene). Reaction conditions: temperature 60 celsius. The product is Cl.BrC1=C(C=CC=C1)C=1N(C(=CC(C1C)=O)C1=CC=CC=C1)C1=CC=CC=C1.BrC1=C(C=CC=C1)C=1N(C(=CC(C1C)=O)C1=CC=CC=C1)C1=CC=CC=C1 (2-(2-bromophenyl)-3-methyl-1,6-diphenyl-4(1H)-pyridinone hemihydrochloride). Yield: 13.6%. As a reaction SMILES: [Br:1][C:2]1[CH:7]=[CH:6][CH:5]=[CH:4][C:3]=1[C:8](=[N:11][C:12]1[CH:17]=[CH:16][CH:15]=[CH:14][CH:13]=1)[CH2:9][CH3:10].[C:18]1([C:24]#[C:25][C:26]([O:28]CC)=O)[CH:23]=[CH:22][CH:21]=[CH:20][CH:19]=1.[Cl-:31].[Al+3].[Cl-].[Cl-].S(=O)(=O)(O)O>C1(C)C=CC=CC=1>[ClH:31].[Br:1][C:2]1[CH:7]=[CH:6][CH:5]=[CH:4][C:3]=1[C:8]1[N:11]([C:12]2[CH:17]=[CH:16][CH:15]=[CH:14][CH:13]=2)[C:24]([C:18]2[CH:19]=[CH:20][CH:21]=[CH:22][CH:23]=2)=[CH:25][C:26](=[O:28])[C:9]=1[CH3:10].[Br:1][C:2]1[CH:7]=[CH:6][CH:5]=[CH:4][C:3]=1[C:8]1[N:11]([C:12]2[CH:17]=[CH:16][CH:15]=[CH:14][CH:13]=2)[C:24]([C:18]2[CH:19]=[CH:20][CH:21]=[CH:22][CH:23]=2)=[CH:25][C:26](=[O:28])[C:9]=1[CH3:10] |f:2.3.4.5,8.9.10|. Procedure: To 300 ml of toluene were added 6.4 g (0.022 mole) of 1-(2-bromophenyl)-N-phenylpropaneimine, 3.9 g (0.022 mole) ethyl phenylpropiolate and 3.6 g (0.027 mole) of aluminum chloride. The reaction mixture was then heated at 60° C. hours. After cooling, the reaction mixture was poured into 500 ml of 2N sulfuric acid, followed by extraction with methylene chloride. After washing the organic layer (the extract) with water, the organic layer was dried over anhydrous sodium sulfate. The solvent was dist... The reactants are CN(C)C=O, CC(C)Br, [H-], [Na+], Clc1cccc(Cl)c1Nc1nc2ccccc2[nH]1. Yields the product CC(C)N(c1nc2ccccc2[nH]1)c1c(Cl)cccc1Cl. Reaction SMILES: [CH3:25][N:26]([CH3:27])[CH:28]=[O:29].[CH:3]([CH3:4])([CH3:5])[Br:6].[H-:1].[Na+:2].[nH:7]1[c:8]([NH:16][c:17]2[c:18]([Cl:24])[cH:19][cH:20][cH:21][c:22]2[Cl:23])[n:9][c:10]2[c:11]1[cH:12][cH:13][cH:14][cH:15]2>>[CH:3]([CH3:4])([CH3:5])[N:16]([c:8]1[nH:7][c:11]2[c:10]([n:9]1)[cH:15][cH:14][cH:13][cH:12]2)[c:17]1[c:18]([Cl:24])[cH:19][cH:20][cH:21][c:22]1[Cl:23]. Reactants: 2, N-ammonium chloride, O (water), C1CO1 (ethylene oxide), thione, COC1=CC=C(C=C1)C1=NC(SC1C1=CC=C(C=C1)OC)=S (4,5-bis-(p-methoxyphenyl)-thiazoline-2-thione), [Na] (sodium), C1CO1 (ethylene oxide). Run in C(Cl)Cl (methylene chloride), C(C)O (ethanol). Yields the product OCCSC=1SC(=C(N1)C1=CC=C(C=C1)OC)C1=CC=C(C=C1)OC (2-(2-Hydroxyethylthio)-4,5-bis-(p-methoxyphenyl)-thiazole). RXN SMILES: [Na].[CH3:2][O:3][C:4]1[CH:9]=[CH:8][C:7]([C:10]2[CH:14]([C:15]3[CH:20]=[CH:19][C:18]([O:21][CH3:22])=[CH:17][CH:16]=3)[S:13][C:12](=[S:23])[N:11]=2)=[CH:6][CH:5]=1.[CH2:24]1[O:26][CH2:25]1.O>C(O)C.C(Cl)Cl>[OH:26][CH2:25][CH2:24][S:23][C:12]1[S:13][C:14]([C:15]2[CH:20]=[CH:19][C:18]([O:21][CH3:22])=[CH:17][CH:16]=2)=[C:10]([C:7]2[CH:8]=[CH:9][C:4]([O:3][CH3:2])=[CH:5][CH:6]=2)[N:11]=1 |^1:0|. Procedure: 0.23 g of sodium are dissolved in 30 ml of ethanol under nitrogen. The solution is allowed to cool to room temperature, while stirring 3 g of 4,5-bis-(p-methoxyphenyl)-thiazoline-2-thione are added and, once dissolution is complete, ethylene oxide is introduced, the reaction temperature being maintained at 25°-30° by gentle cooling. After introducing the ethylene oxide for 30 minutes, it should not be possible to detect any more thione by thin layer chromatography. 10 ml of 2 N-ammonium chloride... Starting materials: ClC1=CC=CC=2SC(=CC21)C(C)=O (1-(4-chlorobenzo[b]thiophen-2-yl]ethan-1-one), [Br-].[Br-].[Br-].C1(=CC=CC=C1)[N+](C)(C)C.C1(=CC=CC=C1)[N+](C)(C)C.C1(=CC=CC=C1)[N+](C)(C)C (phenyltrimethylammonium tribromide). Solvent: O1CCCC1 (tetrahydrofuran). Run at time 22.5 hour. Product: BrCC(=O)C1=CC2=C(S1)C=CC=C2Cl (2-bromo-1-(4-chlorobenzo[b]thiophen-2-yl]ethan-1-one). The yield is 124.0%. RXN SMILES: [Cl:1][C:2]1[C:10]2[CH:9]=[C:8]([C:11](=[O:13])[CH3:12])[S:7][C:6]=2[CH:5]=[CH:4][CH:3]=1.[Br-:14].[Br-].[Br-].C1([N+](C)(C)C)C=CC=CC=1.C1([N+](C)(C)C)C=CC=CC=1.C1([N+](C)(C)C)C=CC=CC=1>O1CCCC1>[Br:14][CH2:12][C:11]([C:8]1[S:7][C:6]2[CH:5]=[CH:4][CH:3]=[C:2]([Cl:1])[C:10]=2[CH:9]=1)=[O:13] |f:1.2.3.4.5.6|. Procedure details: A mixture of 1-(4-chlorobenzo[b]thiophen-2-yl]ethan-1-one (1.67 g), phenyltrimethylammonium tribromide (2.98 g) and tetrahydrofuran (40 ml) was stirred under nitrogen at ambient temperature for 22.5 hours then it was filtered and diluted with water (150 ml). The product was extracted into dichloromethane (3×30 ml), the combined extracts were dried (MgSO4) and the solvents were removed in vacuo. The residue was purified by flash chromatography over silica using dichloromethane as eluant. Appropri... The reactants are Cc1ccccc1, O=Cc1ccccc1, NC1CCNCC1. The product is C(=NC1CCNCC1)c1ccccc1. As a reaction SMILES: [CH3:16][c:17]1[cH:18][cH:19][cH:20][cH:21][cH:22]1.[CH:1](=[O:2])[c:3]1[cH:4][cH:5][cH:6][cH:7][cH:8]1.[NH2:9][CH:10]1[CH2:11][CH2:12][NH:13][CH2:14][CH2:15]1>>[CH:1]([c:3]1[cH:4][cH:5][cH:6][cH:7][cH:8]1)=[N:9][CH:10]1[CH2:11][CH2:12][NH:13][CH2:14][CH2:15]1. The reactants are CCOC1(OCC)CCN(Cc2ccccc2)CC1N, CCc1cc(OCOCC[Si](C)(C)C)c(F)cc1-c1ccc2c(C(=N)OC)nn(C3CCCCO3)c2c1, CC(=O)O, CCO. Yields the product CCOC1(OCC)CCN(Cc2ccccc2)CC1NC(=N)c1nn(C2CCCCO2)c2cc(-c3cc(F)c(OCOCC[Si](C)(C)C)cc3CC)ccc12. Reaction SMILES: [CH2:38]([c:39]1[cH:40][cH:41][cH:42][cH:43][cH:44]1)[N:45]1[CH2:46][CH:47]([NH2:57])[C:48]([O:51][CH2:52][CH3:53])([O:54][CH2:55][CH3:56])[CH2:49][CH2:50]1.[CH3:1][O:2][C:3](=[NH:4])[c:5]1[n:6][n:7]([CH:32]2[O:33][CH2:34][CH2:35][CH2:36][CH2:37]2)[c:8]2[cH:9][c:10](-[c:14]3[c:15]([CH2:30][CH3:31])[cH:16][c:17]([O:21][CH2:22][O:23][CH2:24][CH2:25][Si:26]([CH3:27])([CH3:28])[CH3:29])[c:18]([F:20])[cH:19]3)[cH:11][cH:12][c:13]12.[CH3:58][C:59](=[O:60])[OH:61].[CH3:62][CH2:63][OH:64]>>[C:3](=[NH:4])([c:5]1[n:6][n:7]([CH:32]2[O:33][CH2:34][CH2:35][CH2:36][CH2:37]2)[c:8]2[cH:9][c:10](-[c:14]3[c:15]([CH2:30][CH3:31])[cH:16][c:17]([O:21][CH2:22][O:23][CH2:24][CH2:25][Si:26]([CH3:27])([CH3:28])[CH3:29])[c:18]([F:20])[cH:19]3)[cH:11][cH:12][c:13]12)[NH:57][CH:47]1[CH2:46][N:45]([CH2:38][c:39]2[cH:40][cH:41][cH:42][cH:43][cH:44]2)[CH2:50][CH2:49][C:48]1([O:51][CH2:52][CH3:53])[O:54][CH2:55][CH3:56]. Procedure: Analogously to Method D, 1.58 g of benzyl 3-hydroxy-4-{4-[3-(2-methoxybenzyloxy)propoxy]phenyl}piperidine-1-carboxylate (Example 10f) and 1.43 g of methyl 4-bromomethyl-1-(2-trimethylsilanylethoxymethyl)-1H-benzoimidazole-2-carboxylate are reacted. The title compound is obtained as a colourless oil. Rf=0.23 (1:1 EtOAc-heptane); Rt=29.5 (II). The reactants are OC1CN(CCC1C1=CC=C(C=C1)OCCCOCC1=C(C=CC=C1)OC)C(=O)OCC1=CC=CC=C1 (benzyl 3-hydroxy-4-{4-[3-(2-methoxybenzyloxy)propoxy]phenyl}piperidine-1-carboxylate), BrCC1=CC=CC=2N(C(=NC21)C(=O)OC)COCC[Si](C)(C)C (methyl 4-bromomethyl-1-(2-trimethylsilanylethoxymethyl)-1H-benzoimidazole-2-carboxylate). Yields the product COC1=C(COCCCOC2=CC=C(C=C2)C2C(CNCC2)OCC2=CC=CC3=C2NC(=N3)C(=O)OC)C=CC=C1 (Methyl 7-(4-{4-[3-(2-methoxybenzyloxy)propoxy]phenyl}piperidin-3-yloxymethyl)-1H-benzoimidazole-2-carboxylate). RXN SMILES: [OH:1][CH:2]1[CH:7]([C:8]2[CH:13]=[CH:12][C:11]([O:14][CH2:15][CH2:16][CH2:17][O:18][CH2:19][C:20]3[CH:25]=[CH:24][CH:23]=[CH:22][C:21]=3[O:26][CH3:27])=[CH:10][CH:9]=2)[CH2:6][CH2:5][N:4](C(OCC2C=CC=CC=2)=O)[CH2:3]1.Br[CH2:39][C:40]1[C:48]2[N:47]=[C:46]([C:49]([O:51][CH3:52])=[O:50])[N:45](COCC[Si](C)(C)C)[C:44]=2[CH:43]=[CH:42][CH:41]=1>>[CH3:27][O:26][C:21]1[CH:22]=[CH:23][CH:24]=[CH:25][C:20]=1[CH2:19][O:18][CH2:17][CH2:16][CH2:15][O:14][C:11]1[CH:10]=[CH:9][C:8]([CH:7]2[CH2:6][CH2:5][NH:4][CH2:3][CH:2]2[O:1][CH2:39][C:40]2[C:48]3[NH:47][C:46]([C:49]([O:51][CH3:52])=[O:50])=[N:45][C:44]=3[CH:43]=[CH:42][CH:41]=2)=[CH:13][CH:12]=1.